This data is from the Open Reaction Database (ORD), a public repository of structured organic reaction records. The task is: describe an organic reaction: reactants, conditions, products, and yield Starting materials: C1CCOC1, CCOC(C)=O, CC(C)[N-]C(C)C, COc1c(F)cccc1F, [Li+], CN(C)C=O, O. RXN SMILES: [CH2:9]1[CH2:11][CH2:10][CH2:12][O:13]1.[CH3:29][CH2:30][O:31][C:32](=[O:33])[CH3:34].[CH:1]([N-:2][CH:3]([CH3:4])[CH3:5])([CH3:6])[CH3:7].[F:14][c:15]1[c:16]([O:22][CH3:23])[c:17]([F:21])[cH:18][cH:19][cH:20]1.[Li+:8].[O:24]=[CH:25][N:26]([CH3:27])[CH3:28].[OH2:35]>>[CH:12](=[O:13])[c:20]1[c:15]([F:14])[c:16]([O:22][CH3:23])[c:17]([F:21])[cH:18][cH:19]1. Product: COc1c(F)ccc(C=O)c1F. Starting materials: CC#N, CC(=O)[O-], Cc1[nH]c(C(=O)NC2CCN(c3nnc(C(=O)O)s3)CC2)c(Cl)c1Cl, [NH4+]. Product: Cc1[nH]c(C(=O)NC2CCN(c3nncs3)CC2)c(Cl)c1Cl. Reaction SMILES: [CH3:26][C:27]#[N:28].[CH3:30][C:31](=[O:32])[O-:33].[Cl:1][c:2]1[c:3]([C:9](=[O:10])[NH:11][CH:12]2[CH2:13][CH2:14][N:15]([c:18]3[n:19][n:20][c:21]([C:23]([OH:24])=[O:25])[s:22]3)[CH2:16][CH2:17]2)[nH:4][c:5]([CH3:8])[c:6]1[Cl:7].[NH4+:29]>>[Cl:1][c:2]1[c:3]([C:9](=[O:10])[NH:11][CH:12]2[CH2:13][CH2:14][N:15]([c:18]3[n:19][n:20][cH:21][s:22]3)[CH2:16][CH2:17]2)[nH:4][c:5]([CH3:8])[c:6]1[Cl:7]. Reactants: C(C)(=O)C1=CC=C(C=C1)S(=O)(=O)NC=1C=C(C=NC1Cl)C1=CC2=C(N=C(S2)NC(C)=O)C=C1 (N-(6-(5-(4-acetylphenylsulfonamido)-6-chloropyridin-3-yl)benzo[d]thiazol-2-yl)acetamide), [BH4-].[Na+] (sodium borohydride). Solvent: C1CCOC1 (THF), CO (MeOH), O (water), CS(=O)C (DMSO). Run at time 1 hour. The product is ClC1=C(C=C(C=N1)C1=CC2=C(N=C(S2)NC(C)=O)C=C1)NS(=O)(=O)C1=CC=C(C=C1)C(C)O (N-(6-(6-chloro-5-(4-(1-hydroxyethyl)phenylsulfonamido)pyridin-3-yl)benzo[d]thiazol-2-yl)acetamide). The yield is 59.6%. RXN SMILES: [C:1]([C:4]1[CH:9]=[CH:8][C:7]([S:10]([NH:13][C:14]2[CH:15]=[C:16]([C:21]3[CH:33]=[CH:32][C:24]4[N:25]=[C:26]([NH:28][C:29](=[O:31])[CH3:30])[S:27][C:23]=4[CH:22]=3)[CH:17]=[N:18][C:19]=2[Cl:20])(=[O:12])=[O:11])=[CH:6][CH:5]=1)(=[O:3])[CH3:2].[BH4-].[Na+]>C1COCC1.CO.O.CS(C)=O>[Cl:20][C:19]1[N:18]=[CH:17][C:16]([C:21]2[CH:33]=[CH:32][C:24]3[N:25]=[C:26]([NH:28][C:29](=[O:31])[CH3:30])[S:27][C:23]=3[CH:22]=2)=[CH:15][C:14]=1[NH:13][S:10]([C:7]1[CH:6]=[CH:5][C:4]([CH:1]([OH:3])[CH3:2])=[CH:9][CH:8]=1)(=[O:12])=[O:11] |f:1.2|. Procedure details: To a solution of N-(6-(5-(4-acetylphenylsulfonamido)-6-chloropyridin-3-yl)benzo[d]thiazol-2-yl)acetamide (0.050 g, 0.10 mmol) in THF (5 mL) and MeOH (5 mL) was added sodium borohydride (0.009 mL, 0.3 mmol) at RT. The resultant was stirred at RT for 1 h, and then diluted with 3 mL of water and 1 mL of DMSO. The resultant was filtered. The filterate was subjected to reverse phase HPLC (5-60% CH3CN in water) purification to give a white solid (30 mg, 60%). MS (ESI pos. ion) Found m/z: 541, (M+K)+. The reactants are C(C1=CC=CC=C1)NCCC1=CC(=C(C=C1)OC)OC (N-benzyl-3,4-dimethoxyphenethylamine), ClC1=C(C2CO2)C=CC=C1 (o-chlorostyrene oxide). Yields the product C(C1=CC=CC=C1)N(CCC1=CC(=C(C=C1)OC)OC)CC(C1=C(C=CC=C1)Cl)O (N-benzyl-N-[2-(3,4-dimethoxyphenyl)ethyl]-2-hydroxy-2-(2-chlorophenyl)ethylamine). The solvent is CO (methanol). As a reaction SMILES: [CH2:1]([NH:8][CH2:9][CH2:10][C:11]1[CH:16]=[CH:15][C:14]([O:17][CH3:18])=[C:13]([O:19][CH3:20])[CH:12]=1)[C:2]1[CH:7]=[CH:6][CH:5]=[CH:4][CH:3]=1.[Cl:21][C:22]1[CH:30]=[CH:29][CH:28]=[CH:27][C:23]=1[CH:24]1[O:26][CH2:25]1>CO>[CH2:1]([N:8]([CH2:25][CH:24]([OH:26])[C:23]1[CH:27]=[CH:28][CH:29]=[CH:30][C:22]=1[Cl:21])[CH2:9][CH2:10][C:11]1[CH:16]=[CH:15][C:14]([O:17][CH3:18])=[C:13]([O:19][CH3:20])[CH:12]=1)[C:2]1[CH:7]=[CH:6][CH:5]=[CH:4][CH:3]=1. Procedure details: Similarly 2.71 g. (0.01 mol) of N-benzyl-3,4-dimethoxyphenethylamine and 2.33 g. (0.015 mol) of o-chlorostyrene oxide are reacted in methanol to give N-benzyl-N-[2-(3,4-dimethoxyphenyl)ethyl]-2-hydroxy-2-(2-chlorophenyl)ethylamine. The latter is converted to its hydrochloride, dissoved in 90 ml. of methanol and hydrogenated over 1 g. of 10% palladium-on-carbon in 10 ml. of ethyl acetate at room temperature for 6 hours. The reaction mixture is filtered and evaporated in vacuo to leave N-[2-(3,4-d...